From a dataset of the Open Reaction Database (ORD), a public repository of structured organic reaction records. describe an organic reaction: reactants, conditions, products, and yield The reactants are C(C)(=O)O[C@H]1[C@@H]([C@@H](OC(C)=O)[C@H](OC(C)=O)[C@H](O1)COC(C)=O)NC(C)=O (2-acetamido-2-deoxy-β-D-glucose tetracetate), CS(=O)C (dimethyl sulfoxide). The solvent is tris-HCl. Product: C(C)(=O)O.C(C)(=O)O.C(C)(=O)O.C(C)(=O)N[C@H]1C(O)(O[C@@H]([C@H]([C@@H]1O)O)CO)O (2-acetamido-2-deoxy-1-hydroxy-β-D-glucose triacetate). Reaction SMILES: [C:1]([O:4][C@@H:5]1[O:18][C@H:17]([CH2:19][O:20]C(=O)C)[C@@H:12]([O:13]C(=O)C)[C@H:7]([O:8]C(=O)C)[C@H:6]1[NH:24][C:25](=[O:27])[CH3:26])(=[O:3])[CH3:2].CS(C)=[O:30]>>[C:1]([OH:4])(=[O:3])[CH3:2].[C:1]([OH:4])(=[O:3])[CH3:2].[C:1]([OH:4])(=[O:3])[CH3:2].[C:25]([NH:24][C@@H:6]1[C@@H:7]([OH:8])[C@H:12]([OH:13])[C@@H:17]([CH2:19][OH:20])[O:18][C:5]1([OH:4])[OH:30])(=[O:27])[CH3:26] |f:2.3.4.5|. Procedure details: Enzymatic hydrolysis: The beads containing immobilized lipase as obtained above were placed in the reactor and the solution of 10 g of 2-acetamido-2-deoxy-β-D-glucose tetracetate in 250 ml of 0.1 M tris-HCl buffer of pH 7.5 containing 10% dimethyl sulfoxide was recycled using an assembly as described in FIG. 1 till all the starting material was hydrolyzed. After the reaction, the reactants were drained and extracted with ethyl acetate {3×50 ml). The product, 2-acetamido-2-deoxy-1-hydroxy-β-D-glu... Starting materials: ClC1=CC(=NC2=CC=C(C=C12)C)N1CCS(C2=C(C1)C=CC=C2)(=O)=O (4-(4-chloro-6-methylquinolin-2-yl)-2,3,4,5-tetrahydro-1,4-benzothiazepine 1,1-dioxide), CN1CCN(CC1)[C@H]1[C@@H](CNC1)O ((3R,4R)-4-(4-methylpiperazin-1-yl)pyrrolidin-3-ol). The product is O=S1(CCN(CC2=C1C=CC=C2)C2=NC1=CC=C(C=C1C(=C2)N2C[C@H]([C@@H](C2)N2CCN(CC2)C)O)C)=O ((3R,4R)-1-[2-(1,1-Dioxido-2,3-dihydro-1,4-benzothiazepin-4(5H)-yl)-6-methylquinolin-4-yl]-4-(4-methylpiperazin-1-yl)pyrrolidin-3-ol). As a reaction SMILES: Cl[C:2]1[C:11]2[C:6](=[CH:7][CH:8]=[C:9]([CH3:12])[CH:10]=2)[N:5]=[C:4]([N:13]2[CH2:19][C:18]3[CH:20]=[CH:21][CH:22]=[CH:23][C:17]=3[S:16](=[O:25])(=[O:24])[CH2:15][CH2:14]2)[CH:3]=1.[CH3:26][N:27]1[CH2:32][CH2:31][N:30]([C@@H:33]2[CH2:37][NH:36][CH2:35][C@H:34]2[OH:38])[CH2:29][CH2:28]1>>[O:24]=[S:16]1(=[O:25])[C:17]2[CH:23]=[CH:22][CH:21]=[CH:20][C:18]=2[CH2:19][N:13]([C:4]2[CH:3]=[C:2]([N:36]3[CH2:37][C@@H:33]([N:30]4[CH2:31][CH2:32][N:27]([CH3:26])[CH2:28][CH2:29]4)[C@H:34]([OH:38])[CH2:35]3)[C:11]3[C:6](=[CH:7][CH:8]=[C:9]([CH3:12])[CH:10]=3)[N:5]=2)[CH2:14][CH2:15]1. Procedure: The title compound was prepared in analogy to Example 8-1 in Scheme 5 by using 4-(4-chloro-6-methylquinolin-2-yl)-2,3,4,5-tetrahydro-1,4-benzothiazepine 1,1-dioxide (prepared in analogy to the one in Example 2-1) and (3R,4R)-4-(4-methylpiperazin-1-yl)pyrrolidin-3-ol. MS obsd. (ESI+) [(M+H)+] 522, 1H NMR (400 MHz, CD3OD) δ ppm 7.99-7.86 (m, 1 H), 7.84-7.75 (m, 1 H), 7.73 (s, 1 H), 7.64-7.52 (m, 1 H), 7.47 (d, J=8.59 Hz, 1 H), 7.43-7.32 (m, 1 H), 7.27 (d, J=8.59 Hz, 1 H), 6.27-6.09 (m, 1 H), 5.10 ...